This data is from the Open Reaction Database (ORD), a public repository of structured organic reaction records. The task is: describe an organic reaction: reactants, conditions, products, and yield The reactants are Cl (hydrochloric acid), O.[OH-].[Li+] (lithium hydroxide monohydrate), COC([C@@](C=C)(C)COC(F)F)=O ((R)-2-difluoromethoxymethyl-2-methyl-but-3-enoic acid methyl ester). Solvent: O (water), O1CCCC1 (tetrahydrofuran), O (Water). Reaction conditions: temperature 5 celsius, time 1 hour. Yields the product FC(OC[C@](C(=O)O)(C=C)C)F ((R)-2-Difluoromethoxymethyl-2-methyl-but-3-enoic acid). The yield is 92.3%. As a reaction SMILES: C[O:2][C:3](=[O:13])[C@:4]([CH2:8][O:9][CH:10]([F:12])[F:11])([CH3:7])[CH:5]=[CH2:6].O.[OH-].[Li+].Cl>O1CCCC1.O>[F:11][CH:10]([F:12])[O:9][CH2:8][C@@:4]([CH3:7])([CH:5]=[CH2:6])[C:3]([OH:13])=[O:2] |f:1.2.3|. Reported procedure: A solution of (R)-2-difluoromethoxymethyl-2-methyl-but-3-enoic acid methyl ester (159 mg, 0.8 mmol) in tetrahydrofuran (6 mL) was stirred at 5° C. under nitrogen. A solution of lithium hydroxide monohydrate (100 mg, 2.4 mmol) in water (1.5 mL) was added and the reaction mixture was stirred at 5° C. for 1 h and then at room temperature for 20 h. Water was added and the mixture was acidified to pH 2 with hydrochloric acid (2 M) and the mixture was extracted with diethyl ether. The organic extracts... Reactants: CC(C)(C)OC(=O)NCCCBr, COC(=O)c1ccc(O)cc1O, [H-], [Na+], CN(C)C=O. Yields the product COC(=O)c1ccc(OCCCNC(=O)OC(C)(C)C)cc1O. As a reaction SMILES: [C:15]([CH3:16])([CH3:17])([CH3:18])[O:19][C:20](=[O:21])[NH:22][CH2:23][CH2:24][CH2:25][Br:26].[CH3:1][O:2][C:3]([c:4]1[c:5]([OH:11])[cH:6][c:7]([OH:10])[cH:8][cH:9]1)=[O:12].[H-:13].[Na+:14].[O:27]=[CH:28][N:29]([CH3:30])[CH3:31]>>[CH3:1][O:2][C:3]([c:4]1[c:5]([OH:11])[cH:6][c:7]([O:10][CH2:25][CH2:24][CH2:23][NH:22][C:20]([O:19][C:15]([CH3:16])([CH3:17])[CH3:18])=[O:21])[cH:8][cH:9]1)=[O:12]. The reactants are COCCCBr, [H-], [Na+], c1ccc2[nH]cnc2c1. Yields the product COCCCn1cnc2ccccc21. As a reaction SMILES: [Br:12][CH2:13][CH2:14][CH2:15][O:16][CH3:17].[H-:11].[Na+:10].[nH:1]1[cH:2][n:3][c:4]2[c:5]1[cH:6][cH:7][cH:8][cH:9]2>>[n:1]1([CH2:13][CH2:14][CH2:15][O:16][CH3:17])[cH:2][n:3][c:4]2[c:5]1[cH:6][cH:7][cH:8][cH:9]2. The reactants are C(C)(=O)O (Acetic acid), BrC=1C=C(N)C=C(C1)C(F)F (3-bromo-5-(difluoromethyl)aniline), ClC1=NC=CC(=N1)C(F)(F)F (2-chloro-4-(trifluoromethyl)pyrimidine). Solvent: O1CCOCC1 (dioxane), C(C)(=O)OCC (ethyl acetate). Run at temperature 105 celsius. Yields the product BrC=1C=C(C=C(C1)C(F)F)NC1=NC=CC(=N1)C(F)(F)F (N-[3-bromo-5-(difluoromethyl)phenyl]-4-(trifluoromethyl)pyrimidin-2-amine). Yield: 34.3%. RXN SMILES: C(O)(=O)C.[Br:5][C:6]1[CH:7]=[C:8]([CH:10]=[C:11]([CH:13]([F:15])[F:14])[CH:12]=1)[NH2:9].Cl[C:17]1[N:22]=[C:21]([C:23]([F:26])([F:25])[F:24])[CH:20]=[CH:19][N:18]=1>O1CCOCC1.C(OCC)(=O)C>[Br:5][C:6]1[CH:7]=[C:8]([NH:9][C:17]2[N:22]=[C:21]([C:23]([F:26])([F:25])[F:24])[CH:20]=[CH:19][N:18]=2)[CH:10]=[C:11]([CH:13]([F:14])[F:15])[CH:12]=1. Reported procedure: Acetic acid (1.01 mL, 17.6 mmol) was added to a mixture of 3-bromo-5-(difluoromethyl)aniline (1.30 g, 5.86 mmol) and 2-chloro-4-(trifluoromethyl)pyrimidine (2.14 g, 11.7 mmol) in dioxane (5.0 mL). The mixture was heated to 105° C. for 16 hrs then cooled to room temperature. The mixture was diluted with ethyl acetate, washed with dilute aqueous NaHCO3, brine and dried. The residue was purified by chromatography on silica gel (0-15% ethyl acetate in hexanes) to yield N-[3-bromo-5-(difluoromethyl)p... Starting materials: CC(C)(C)OC(=O)N1CCCC1c1ncc(Br)n1COCC[Si](C)(C)C, O=C([O-])O, C1CCOC1, [Li]CCCC, CCCCCC, [Cl-], [NH4+], [Na+], CN(C)C=O. The product is CC(C)(C)OC(=O)N1CCCC1c1ncc(C=O)n1COCC[Si](C)(C)C. As a reaction SMILES: [C:1]([CH3:2])([CH3:3])([CH3:4])[O:5][C:6](=[O:7])[N:8]1[CH:9]([c:13]2[n:14]([CH2:19][O:20][CH2:21][CH2:22][Si:23]([CH3:24])([CH3:25])[CH3:26])[c:15]([Br:18])[cH:16][n:17]2)[CH2:10][CH2:11][CH2:12]1.[C:34]([O-:35])(=[O:36])[OH:37].[CH2:39]1[O:40][CH2:41][CH2:42][CH2:43]1.[CH3:27][CH2:28][CH2:29][CH2:30][Li:31].[CH3:49][CH2:50][CH2:51][CH2:52][CH2:53][CH3:54].[Cl-:32].[NH4+:33].[Na+:38].[O:44]=[CH:45][N:46]([CH3:47])[CH3:48]>>[C:1]([CH3:2])([CH3:3])([CH3:4])[O:5][C:6](=[O:7])[N:8]1[CH:9]([c:13]2[n:14]([CH2:19][O:20][CH2:21][CH2:22][Si:23]([CH3:24])([CH3:25])[CH3:26])[c:15]([CH:34]=[O:35])[cH:16][n:17]2)[CH2:10][CH2:11][CH2:12]1. The reactants are CC(C)(C)[O-].[K+] (KOtBu), FC=1C=C(C=C(C1F)F)O (3,4,5-trifluorophenol), [O-]C1=CC=CC=C1 (phenoxide), ClC=1N(C(C=2N=CNC2N1)=O)C=1C=NC(=CC1)Cl (2-chloro-1-(6-chloropyridin-3-yl)-1,9-dihydro-6H-purin-6-one). The solvent is C(C)(C)O (isopropanol), CC(=O)N(C)C (dimethylacetamide). Conditions: time 20 minute. Yields the product ClC1=CC=C(C=N1)N1C(=NC=2N(C=NC2C1=O)C)OC1=CC(=C(C(=C1)F)F)F (1-(6-chloropyridin-3-yl)-9-methyl-2-(3,4,5-trifluorophenoxy)-1H-purin-6(9H)-one). RXN SMILES: [CH3:1]C([O-])(C)C.[K+].[F:7][C:8]1[CH:9]=[C:10]([OH:16])[CH:11]=[C:12]([F:15])[C:13]=1[F:14].[O-]C1C=CC=CC=1.Cl[C:25]1[N:26]([C:35]2[CH:36]=[N:37][C:38]([Cl:41])=[CH:39][CH:40]=2)[C:27](=[O:34])[C:28]2[N:29]=[CH:30][NH:31][C:32]=2[N:33]=1>C(O)(C)C.CC(N(C)C)=O>[Cl:41][C:38]1[N:37]=[CH:36][C:35]([N:26]2[C:27](=[O:34])[C:28]3[N:29]=[CH:30][N:31]([CH3:1])[C:32]=3[N:33]=[C:25]2[O:16][C:10]2[CH:9]=[C:8]([F:7])[C:13]([F:14])=[C:12]([F:15])[CH:11]=2)=[CH:40][CH:39]=1 |f:0.1|. Procedure: 1.0 M KOtBu in isopropanol (2 mL) is added to the solution of 3,4,5-trifluorophenol (0.29 g, 1.86 mmol) and stirred for 20 minutes at RT. To the resulting phenoxide solution is added a solution of 2-chloro-1-(6-chloropyridin-3-yl)-1,9-dihydro-6H-purin-6-one (0.5 g, 1.69 mmol) in dimethylacetamide (3 mL) and the resulting mixture is stirred overnight at 50° C. The resulting reaction mixture is cooled, quenched with saturated NH4Cl solution, extracted with DCM (2×50 mL) and dried (Na2SO4). The org... The reactants are CC(C)(C)OC(=O)NCCCO, COC(=O)c1ccc(SC)cc1O. Product: COC(=O)c1ccc(SC)cc1OCCCNC(=O)OC(C)(C)C. RXN SMILES: [C:14]([CH3:15])([CH3:16])([CH3:17])[O:18][C:19](=[O:20])[NH:21][CH2:22][CH2:23][CH2:24][OH:25].[OH:1][c:2]1[c:3]([C:4](=[O:5])[O:6][CH3:7])[cH:8][cH:9][c:10]([S:12][CH3:13])[cH:11]1>>[O:1]([c:2]1[c:3]([C:4](=[O:5])[O:6][CH3:7])[cH:8][cH:9][c:10]([S:12][CH3:13])[cH:11]1)[CH2:24][CH2:23][CH2:22][NH:21][C:19]([O:18][C:14]([CH3:15])([CH3:16])[CH3:17])=[O:20].